Dataset: the Open Reaction Database (ORD), a public repository of structured organic reaction records. Task: describe an organic reaction: reactants, conditions, products, and yield The reactants are CC1(C)OCC(CCO)O1, ClCCl, NN, O, O=C1c2ccccc2C(=O)N1O, c1ccc(P(c2ccccc2)c2ccccc2)cc1. Yields the product CC1(C)OCC(CCON)O1. RXN SMILES: [CH3:1][C:2]1([CH3:10])[O:3][CH2:4][CH:5]([CH2:7][CH2:8][OH:9])[O:6]1.[Cl:45][CH2:46][Cl:47].[NH2:43][NH2:44].[OH2:42].[OH:11][N:12]1[C:13](=[O:14])[c:15]2[c:16]([cH:17][cH:18][cH:19][cH:20]2)[C:21]1=[O:22].[c:23]1([P:24]([c:25]2[cH:26][cH:27][cH:28][cH:29][cH:30]2)[c:31]2[cH:32][cH:33][cH:34][cH:35][cH:36]2)[cH:37][cH:38][cH:39][cH:40][cH:41]1>>[CH3:1][C:2]1([CH3:10])[O:3][CH2:4][CH:5]([CH2:7][CH2:8][O:9][NH2:12])[O:6]1. Reactants: [Al+3], CCC(=O)Cl, CC(C)c1ccccc1, [Cl-], [Cl-], [Cl-], O, S=C=S. Yields the product CCC(=O)c1ccc(C(C)C)cc1. Reaction SMILES: [Al+3:7].[C:1]([CH2:2][CH3:3])(=[O:4])[Cl:5].[CH3:10][CH:11]([CH3:12])[c:13]1[cH:14][cH:15][cH:16][cH:17][cH:18]1.[Cl-:6].[Cl-:8].[Cl-:9].[OH2:19].[S:20]=[C:21]=[S:22]>>[C:1]([CH2:2][CH3:3])(=[O:4])[c:16]1[cH:15][cH:14][c:13]([CH:11]([CH3:10])[CH3:12])[cH:18][cH:17]1. Reactants: C(C)(C)(C)OC(=O)N1CC(CCC1)C1=CC(=CC=C1)NS(=O)(=O)C1=CC=C(C=C1)OC(F)(F)F (3-[3-(4-Trifluoromethoxy-benzenesulfonylamino)-phenyl]-piperidine-1-carboxylic acid tert-butyl ester), FC(C(=O)O)(F)F (Trifluoroacetic acid). The solvent is ClCCl (dichloromethane). Conditions: time 1 hour. Yields the product N1CC(CCC1)C=1C=C(C=CC1)NS(=O)(=O)C1=CC=C(C=C1)OC(F)(F)F (N-(3-Piperidin-3-yl-phenyl)-4-trifluoromethoxy-benzenesulfonamide). Yield: 94.6%. Reaction SMILES: C(OC([N:8]1[CH2:13][CH2:12][CH2:11][CH:10]([C:14]2[CH:19]=[CH:18][CH:17]=[C:16]([NH:20][S:21]([C:24]3[CH:29]=[CH:28][C:27]([O:30][C:31]([F:34])([F:33])[F:32])=[CH:26][CH:25]=3)(=[O:23])=[O:22])[CH:15]=2)[CH2:9]1)=O)(C)(C)C.FC(F)(F)C(O)=O>ClCCl>[NH:8]1[CH2:13][CH2:12][CH2:11][CH:10]([C:14]2[CH:15]=[C:16]([NH:20][S:21]([C:24]3[CH:29]=[CH:28][C:27]([O:30][C:31]([F:34])([F:32])[F:33])=[CH:26][CH:25]=3)(=[O:23])=[O:22])[CH:17]=[CH:18][CH:19]=2)[CH2:9]1. Procedure details: 3-[3-(4-Trifluoromethoxy-benzenesulfonylamino)-phenyl]-piperidine-1-carboxylic acid tert-butyl ester (340 mg, 0.66 mmol) was dissolved in dichloromethane (30 ml). Trifluoroacetic acid (2 ml) was added and the reaction mixture was stirred at room temperature for 1 hour. The reaction mixture was evaporated to dryness. Aqueous NaHCO3 solution (10 ml) was added and extracted twice with ethyl acetate (25 ml). The combined organic phases were dried over magnesium sulfate, filtered, and evaporated to d... Starting materials: CN(C)C=O, CCOC(C)=O, C#CCCC, CC(C)NC(C)C, [Cu]I, Ic1ccccn1. The product is CCCC#Cc1ccccn1. As a reaction SMILES: [CH3:20][N:21]([CH3:22])[CH:23]=[O:24].[CH3:25][CH2:26][O:27][C:28](=[O:29])[CH3:30].[CH:15]#[C:16][CH2:17][CH2:18][CH3:19].[CH:8]([NH:9][CH:10]([CH3:11])[CH3:12])([CH3:13])[CH3:14].[Cu:31][I:32].[I:1][c:2]1[n:3][cH:4][cH:5][cH:6][cH:7]1>>[c:2]1([C:15]#[C:16][CH2:17][CH2:18][CH3:19])[n:3][cH:4][cH:5][cH:6][cH:7]1. Solvent: O1CCCC1 (tetrahydrofuran), O1CCCC1 (tetrahydrofuran). As a reaction SMILES: CC(C)([O-])C.[K+].[C:7]([O:11][C:12](=[O:37])[NH:13][C:14]([CH3:36])([CH3:35])[CH2:15][N:16]([C:21]1[CH:26]=[CH:25][CH:24]=[CH:23][C:22]=1[O:27][CH2:28][C:29]1[CH:34]=[CH:33][CH:32]=[CH:31][CH:30]=1)[C:17](=[O:20])[CH2:18]Br)([CH3:10])([CH3:9])[CH3:8].[Cl-].[NH4+].O>O1CCCC1>[C:7]([O:11][C:12]([N:13]1[CH2:18][C:17](=[O:20])[N:16]([C:21]2[CH:26]=[CH:25][CH:24]=[CH:23][C:22]=2[O:27][CH2:28][C:29]2[CH:34]=[CH:33][CH:32]=[CH:31][CH:30]=2)[CH2:15][C:14]1([CH3:36])[CH3:35])=[O:37])([CH3:10])([CH3:9])[CH3:8] |f:0.1,3.4|. Yield: 86.4%. Procedure details: A solution of 1.59 g of potassium t-butoxide (14.2 mmol) in tetrahydrofuran (100 ml) was added to a solution of 4.64 g of {2-[(2-benzyloxyphenyl)-(2-bromoacetyl)amino]-1,1-dimethylethyl}carbamic acid t-butyl ester obtained in Example (10b) (9.64 mmol) in tetrahydrofuran (100 ml) under a nitrogen atmosphere and under cooling in a dry ice-acetone bath over 30 minutes, and the mixture was stirred at the same temperature for 10 minutes. A saturated ammonium chloride aqueous solution was added to the... Conditions: time 10 minute. The product is C(C)(C)(C)OC(=O)N1C(CN(C(C1)=O)C1=C(C=CC=C1)OCC1=CC=CC=C1)(C)C (4-(2-Benzyloxyphenyl)-2,2-dimethyl-5-oxopiperazine-1-carboxylic acid t-butyl ester). Starting materials: CC(C)([O-])C.[K+] (potassium t-butoxide), C(C)(C)(C)OC(NC(CN(C(CBr)=O)C1=C(C=CC=C1)OCC1=CC=CC=C1)(C)C)=O ({2-[(2-Benzyloxyphenyl)-(2-bromoacetyl)amino]-1,1-dimethylethyl}carbamic acid t-butyl ester), O (water), [Cl-].[NH4+] (ammonium chloride).